Dataset: the Open Reaction Database (ORD), a public repository of structured organic reaction records. Task: describe an organic reaction: reactants, conditions, products, and yield Yields the product NC(=O)c1c(F)ccc(OCC=CC(=O)O)c1F. The reactants are CC(C)O, Cl, COC(=O)C=CCOc1ccc(F)c(C(N)=O)c1F, [Na+], [OH-], O. RXN SMILES: [CH:23]([OH:24])([CH3:25])[CH3:26].[ClH:22].[NH2:1][C:2](=[O:3])[c:4]1[c:5]([F:19])[c:6]([O:7][CH2:8][CH:9]=[CH:10][C:11](=[O:12])[O:13][CH3:14])[cH:15][cH:16][c:17]1[F:18].[Na+:21].[OH-:20].[OH2:27]>>[NH2:1][C:2](=[O:3])[c:4]1[c:5]([F:19])[c:6]([O:7][CH2:8][CH:9]=[CH:10][C:11](=[O:12])[OH:13])[cH:15][cH:16][c:17]1[F:18]. Starting materials: Cl.COC1=NC(=CC=C1CN)OCC(F)(F)F ((2-methoxy-6-(2,2,2-trifluoroethoxy)pyridin-3-yl)methanamine hydrochloride), COC(=O)C=1C=C(C(=O)O)C=C(N1)C (2-(methoxycarbonyl)-6-methylisonicotinic acid). The product is COC1=NC(=CC=C1CNC(=O)C1=CC(=NC(=C1)C)C(=O)OC)OCC(F)(F)F (methyl 4-(((2-methoxy-6-(2,2,2-trifluoroethoxy)pyridin-3-yl)methyl)carbamoyl)-6-methylpicolinate). RXN SMILES: Cl.[CH3:2][O:3][C:4]1[C:9]([CH2:10][NH2:11])=[CH:8][CH:7]=[C:6]([O:12][CH2:13][C:14]([F:17])([F:16])[F:15])[N:5]=1.[CH3:18][O:19][C:20]([C:22]1[CH:23]=[C:24]([CH:28]=[C:29]([CH3:31])[N:30]=1)[C:25](O)=[O:26])=[O:21]>>[CH3:2][O:3][C:4]1[C:9]([CH2:10][NH:11][C:25]([C:24]2[CH:28]=[C:29]([CH3:31])[N:30]=[C:22]([C:20]([O:19][CH3:18])=[O:21])[CH:23]=2)=[O:26])=[CH:8][CH:7]=[C:6]([O:12][CH2:13][C:14]([F:17])([F:15])[F:16])[N:5]=1 |f:0.1|. Procedure details: The title compound is prepared from (2-methoxy-6-(2,2,2-trifluoroethoxy)pyridin-3-yl)methanamine hydrochloride (Amine-24) and 2-(methoxycarbonyl)-6-methylisonicotinic acid by the similar manner in Step-1 of Example 8. Reactants: C(C)(C)OC(=O)C=1N(C=NC1)C1C(CC(C2=CC=C(C=C12)OC)=O)(C)C (3-(7-methoxy-2,2-dimethyl-4-oxo-1,2,3,4-tetrahydro-naphthalen-1-yl)-3H-imidazole-4-carboxylic acid isopropyl ester), Cl.CON (methoxyamine hydrochloride), N1=CC=CC=C1 (pyridine). Solvent: C(C)(C)O (isopropanol), C(C)(=O)OCC (ethyl acetate). Reaction conditions: temperature 50 celsius. The product is C(C)(C)OC(=O)C=1N(C=NC1)C1C(C\C(\C2=CC=C(C=C12)OC)=N/OC)(C)C (3-{7-methoxy-4-[(E)-methoxyimino]-2,2-dimethyl-1,2,3,4-tetrahydro-naphthalen-1-yl}-3H-imidazole-4-carboxylic acid isopropyl ester). RXN SMILES: [CH:1]([O:4][C:5]([C:7]1[N:8]([CH:12]2[C:21]3[C:16](=[CH:17][CH:18]=[C:19]([O:22][CH3:23])[CH:20]=3)[C:15](=O)[CH2:14][C:13]2([CH3:26])[CH3:25])[CH:9]=[N:10][CH:11]=1)=[O:6])([CH3:3])[CH3:2].Cl.[CH3:28][O:29][NH2:30].N1C=CC=CC=1>C(O)(C)C.C(OCC)(=O)C>[CH:1]([O:4][C:5]([C:7]1[N:8]([CH:12]2[C:21]3[C:16](=[CH:17][CH:18]=[C:19]([O:22][CH3:23])[CH:20]=3)/[C:15](=[N:30]/[O:29][CH3:28])/[CH2:14][C:13]2([CH3:25])[CH3:26])[CH:9]=[N:10][CH:11]=1)=[O:6])([CH3:2])[CH3:3] |f:1.2|. Reported procedure: To a solution of 3-(7-methoxy-2,2-dimethyl-4-oxo-1,2,3,4-tetrahydro-naphthalen-1-yl)-3H-imidazole-4-carboxylic acid isopropyl ester, which can be prepared as described in Example 14, (0.053 g, 0.147 mmol) and methoxyamine hydrochloride (0.038 g, 0.442 mmol) in isopropanol (1 mL) is added pyridine (0.118 g, 1.472 mmol). The mixture is heated to 50° C. and after 2 hours, is diluted with ethyl acetate, and washed twice with 1M aqueous sodium bisulfate, water, and brine. The organic phase is dried o... Reactants: N(=O)[O-].[Na+] (sodium nitrite), O (water), sodium cation, ClCCNC(=O)N[C@H]1[C@@H](O)[C@@H](O)[C@H](O)[C@H](O1)CO (1-(2-chloroethyl)-3-(β-D-mannopyranosyl)urea), N(=O)[O-].[Na+] (sodium nitrite), C(C)O (ethanol). The solvent is C(=O)O (formic acid). Run at time 1 hour. Product: ClCCN(C(=O)N[C@H]1[C@@H](O)[C@@H](O)[C@H](O)[C@H](O1)CO)N=O (1-(2-chloroethyl)-3-(β-D-mannopyranosyl)-1-nitrosourea). Reaction SMILES: [Cl:1][CH2:2][CH2:3][NH:4][C:5]([NH:7][C@@H:8]1[O:16][C@H:15]([CH2:17][OH:18])[C@@H:13]([OH:14])[C@H:11]([OH:12])[C@@H:9]1[OH:10])=[O:6].[N:19]([O-])=[O:20].[Na+].O.C(O)C>C(O)=O>[Cl:1][CH2:2][CH2:3][N:4]([N:19]=[O:20])[C:5]([NH:7][C@@H:8]1[O:16][C@H:15]([CH2:17][OH:18])[C@@H:13]([OH:14])[C@H:11]([OH:12])[C@@H:9]1[OH:10])=[O:6] |f:1.2|. Procedure details: 1-(2-chloroethyl)-3-(β-D-mannopyranosyl)urea (500 mg) was dissolved in 10 ml of 99% formic acid, and the resulting solution was admixed with 250 mg of sodium nitrite in an ice-bath under stirring, while the sodium nitrite was added in small portions to said solution. The mixture was agitated for 1 hour and then admixed with 10 ml of cold water, followed by agitation for further 30 minutes to complete the nitrosation. The reaction solution was treated with 20 ml of Amberlite IR-120 (H+ form) and ... Procedure details: Cool a mixture of [(2R,3R,4S,5R,6R)-3,4,5-triacetoxy-6-[3-[(4-benzyloxyphenyl)-hydroxy-methyl]-4-methyl-indol-1-yl]tetrahydropyran-2-yl]methyl acetate (1.52 moles; 1.55 kg) in acetonitrile (6.19 L) and dichloromethane (6.19 L) in an brine/ice bath until the internal temperature is −5° C., then add triethylsilane (3.79 moles; 607 mL) over 2 minutes. Add boron trifluoride etherate (3.79 moles; 479 mL) dropwise maintaining the internal temperature below +5° C. Stir the mixture in the ice bath for 3... RXN SMILES: [C:1]([O:4][CH2:5][C@@H:6]1[C@@H:11]([O:12][C:13](=[O:15])[CH3:14])[C@H:10]([O:16][C:17](=[O:19])[CH3:18])[C@@H:9]([O:20][C:21](=[O:23])[CH3:22])[C@H:8]([N:24]2[C:32]3[C:27](=[C:28]([CH3:33])[CH:29]=[CH:30][CH:31]=3)[C:26]([CH:34]([C:36]3[CH:41]=[CH:40][C:39]([O:42][CH2:43][C:44]4[CH:49]=[CH:48][CH:47]=[CH:46][CH:45]=4)=[CH:38][CH:37]=3)O)=[CH:25]2)[O:7]1)(=[O:3])[CH3:2].C([SiH](CC)CC)C.B(F)(F)F.CCOCC.C([O-])(O)=O.[Na+]>C(#N)C.ClCCl.O>[C:1]([O:4][CH2:5][C@@H:6]1[C@@H:11]([O:12][C:13](=[O:15])[CH3:14])[C@H:10]([O:16][C:17](=[O:19])[CH3:18])[C@@H:9]([O:20][C:21](=[O:23])[CH3:22])[C@H:8]([N:24]2[C:32]3[C:27](=[C:28]([CH3:33])[CH:29]=[CH:30][CH:31]=3)[C:26]([CH2:34][C:36]3[CH:37]=[CH:38][C:39]([O:42][CH2:43][C:44]4[CH:49]=[CH:48][CH:47]=[CH:46][CH:45]=4)=[CH:40][CH:41]=3)=[CH:25]2)[O:7]1)(=[O:3])[CH3:2] |f:2.3,4.5|. Reactants: C(=O)(O)[O-].[Na+] (NaHCO3), ice, C(C)[SiH](CC)CC (triethylsilane), C(C)(=O)OC[C@H]1O[C@H]([C@@H]([C@H]([C@@H]1OC(C)=O)OC(C)=O)OC(C)=O)N1C=C(C2=C(C=CC=C12)C)C(O)C1=CC=C(C=C1)OCC1=CC=CC=C1 ([(2R,3R,4S,5R,6R)-3,4,5-triacetoxy-6-[3-[(4-benzyloxyphenyl)-hydroxy-methyl]-4-methyl-indol-1-yl]tetrahydropyran-2-yl]methyl acetate), B(F)(F)F.CCOCC (boron trifluoride etherate). Solvent: O (water), C(C)#N (acetonitrile), ClCCl (dichloromethane). Yields the product C(C)(=O)OC[C@H]1O[C@H]([C@@H]([C@H]([C@@H]1OC(C)=O)OC(C)=O)OC(C)=O)N1C=C(C2=C(C=CC=C12)C)CC1=CC=C(C=C1)OCC1=CC=CC=C1 ([(2R,3R,4S,5R,6R)-3,4,5-triacetoxy-6-[3-[(4-benzyloxyphenyl)methyl]-4-methyl-indol-1-yl]tetrahydropyran-2-yl]methyl acetate).